This data is from the Open Reaction Database (ORD), a public repository of structured organic reaction records. The task is: describe an organic reaction: reactants, conditions, products, and yield Reactants: O (water), FC(C1=C(C=CC(=C1)C(C)(C)C)O)(F)F (2-trifluoromethyl-4-tert-butylphenol), FC(C(=O)O)(F)F (trifluoroacetic acid), Cl (hydrochloric acid). Yields the product FC(C1=C(C(C=O)=CC(=C1)C(C)(C)C)O)(F)F (3-trifluoromethyl-5-t-butyl salicylaldehyde). Reaction SMILES: [F:1][C:2]([F:15])([F:14])[C:3]1[CH:8]=[C:7]([C:9]([CH3:12])([CH3:11])[CH3:10])[CH:6]=[CH:5][C:4]=1[OH:13].O.Cl.FC(F)(F)[C:20](O)=[O:21]>>[F:1][C:2]([F:14])([F:15])[C:3]1[CH:8]=[C:7]([C:9]([CH3:11])([CH3:12])[CH3:10])[CH:6]=[C:5]([CH:20]=[O:21])[C:4]=1[OH:13]. Reported procedure: 0.1 mole of 2-trifluoromethyl-4-tert-butylphenol and 0.1 mole of hexamethylenetretramine is dissolved in trifluoroacetic acid (150 ml.) and the mixture refluxed for 8 hours. After this time, 150 ml. of water and 50 ml. of concentrated hydrochloric acid is added. This mixture is then refluxed for 1/2 hour. The reaction mixture is cooled and extracted with ether (5 × 50 ml.) and the ether extract is dried over magnesium sulfate. The ether is evaporated and the residue is crystallized from ethanol ... Starting materials: CC(=O)OC(C)=O, CCCc1c(OCCCCCCc2cccc(OCc3ccccc3)c2OCc2ccccc2)ccc(C(=O)OCc2ccccc2)c1O, c1ccncc1. Yields the product CCCc1c(OCCCCCCc2cccc(OCc3ccccc3)c2OCc2ccccc2)ccc(C(=O)OCc2ccccc2)c1OC(C)=O. Reaction SMILES: [CH3:50][C:51](=[O:52])[O:53][C:54](=[O:55])[CH3:56].[c:1]1([CH2:7][O:8][C:9]([c:10]2[c:11]([OH:48])[c:12]([CH2:45][CH2:46][CH3:47])[c:13]([O:16][CH2:17][CH2:18][CH2:19][CH2:20][CH2:21][CH2:22][c:23]3[c:24]([O:37][CH2:38][c:39]4[cH:40][cH:41][cH:42][cH:43][cH:44]4)[c:25]([O:29][CH2:30][c:31]4[cH:32][cH:33][cH:34][cH:35][cH:36]4)[cH:26][cH:27][cH:28]3)[cH:14][cH:15]2)=[O:49])[cH:2][cH:3][cH:4][cH:5][cH:6]1.[cH:57]1[cH:58][cH:59][n:60][cH:61][cH:62]1>>[c:1]1([CH2:7][O:8][C:9]([c:10]2[c:11]([O:48][C:51]([CH3:50])=[O:52])[c:12]([CH2:45][CH2:46][CH3:47])[c:13]([O:16][CH2:17][CH2:18][CH2:19][CH2:20][CH2:21][CH2:22][c:23]3[c:24]([O:37][CH2:38][c:39]4[cH:40][cH:41][cH:42][cH:43][cH:44]4)[c:25]([O:29][CH2:30][c:31]4[cH:32][cH:33][cH:34][cH:35][cH:36]4)[cH:26][cH:27][cH:28]3)[cH:14][cH:15]2)=[O:49])[cH:2][cH:3][cH:4][cH:5][cH:6]1. Yield: 69.7%. The product is Cl.Cl.C(C)C1=C(C(=CC=C1)CC)NCC(C)NC1=C(C=CC=C1CC)CC (1,2-bis(2',6'-diethylphenyl-amino)-propane dihydrochloride). Starting materials: ClC(CNC1=C(C=CC=C1CC)CC)C (N-(β-chloropropyl)-2,6-diethyl-aniline), [I-].[K+] (potassium iodide), ( b ), C(C)C1=C(N)C(=CC=C1)CC (2,6-diethylaniline). Run at time 4 hour. As a reaction SMILES: [Cl:1][CH:2]([CH3:15])[CH2:3][NH:4][C:5]1[C:10]([CH2:11][CH3:12])=[CH:9][CH:8]=[CH:7][C:6]=1[CH2:13][CH3:14].[CH2:16]([C:18]1[CH:24]=[CH:23][CH:22]=[C:21]([CH2:25][CH3:26])[C:19]=1[NH2:20])[CH3:17].[I-].[K+]>C(O)(C)C>[ClH:1].[ClH:1].[CH2:13]([C:6]1[CH:7]=[CH:8][CH:9]=[C:10]([CH2:11][CH3:12])[C:5]=1[NH:4][CH2:3][CH:2]([NH:20][C:19]1[C:21]([CH2:25][CH3:26])=[CH:22][CH:23]=[CH:24][C:18]=1[CH2:16][CH3:17])[CH3:15])[CH3:14] |f:2.3,5.6.7|. Procedure: A mixture of 46.3 g (0.205 moles) of N-(β-chloropropyl)-2,6-diethyl-aniline, obtained as indicated in point (b) above, 61.2 g (0.41 moles) of 2,6-diethylaniline and 1.66 g (10 mmoles) of potassium iodide is stirred at 140° to 145° C. for 4 hours under nitrogen atmoshere. The mixture is allowed to cool, 150 ml of isopropanol are added, and the resulting mixture is stirred at 0° to +5° C. for 2 hours. The separated 2,6-diethyleniline hydrochloride (19.2 g, 25.2%) is filtered off, washed with cold ... Solvent: C(C)(C)O (isopropanol). Reactants: BrCCCC(C)C (1-bromo-4-methylpentane), C([O-])([O-])=O.[K+].[K+] (potassium carbonate), O (water), N1N=CC2=CC(=CC=C12)O (1H-indazol-5-ol). Reagents/catalysts: [I-].C(CCC)[N+](CCCC)(CCCC)CCCC (tetrabutylammonium iodide). Solvent: CN(C=O)C (N,N-dimethylformamide). Run at temperature 60 celsius, time 9 hour. The product is CC(CCCOC=1C=C2C=NNC2=CC1)C (5-[(4-methylpentyl)oxy]-1H-indazole). Isolated yield 36.9%. Reaction SMILES: [NH:1]1[C:9]2[C:4](=[CH:5][C:6]([OH:10])=[CH:7][CH:8]=2)[CH:3]=[N:2]1.Br[CH2:12][CH2:13][CH2:14][CH:15]([CH3:17])[CH3:16].C(=O)([O-])[O-].[K+].[K+].O>CN(C)C=O.[I-].C([N+](CCCC)(CCCC)CCCC)CCC>[CH3:16][CH:15]([CH3:17])[CH2:14][CH2:13][CH2:12][O:10][C:6]1[CH:5]=[C:4]2[C:9](=[CH:8][CH:7]=1)[NH:1][N:2]=[CH:3]2 |f:2.3.4,7.8|. Reported procedure: To a solution of the 1H-indazol-5-ol (100 mg, 0.745 mmol) obtained in Reference Example 4 in N,N-dimethylformamide (2 ml) were added 1-bromo-4-methylpentane (0.109 ml, 0.745 mmol), tetrabutylammonium iodide (28 mg, 0.1 mmol) and potassium carbonate (103 mg, 0.745 mmol), and the resulting mixture was heated to 60° C. After 9 hours, the mixture was poured into water (20 ml) and extracted with ethyl acetate (20 ml×2). The organic layer was dried over anhydrous magnesium sulfate and concentrated und... Reactants: COC=1C(=NC=CN1)C(=O)OC (methyl 3-methoxypyrazine-2-carboxylate), [H-].C(C(C)C)[Al+]CC(C)C (diisobutyl aluminum hydride). The solvent is C1(=CC=CC=C1)C (toluene), C1(=CC=CC=C1)C (toluene). Reaction conditions: time 10 minute. The product is COC=1C(=NC=CN1)C=O (3-methoxypyrazine-2-carbaldehyde). Reaction SMILES: [CH3:1][O:2][C:3]1[C:4]([C:9](OC)=[O:10])=[N:5][CH:6]=[CH:7][N:8]=1.[H-].C([Al+]CC(C)C)C(C)C>C1(C)C=CC=CC=1>[CH3:1][O:2][C:3]1[C:4]([CH:9]=[O:10])=[N:5][CH:6]=[CH:7][N:8]=1 |f:1.2|. Procedure details: To an cooled solution (−78° C. internal temp) of 1 g of methyl 3-methoxypyrazine-2-carboxylate in 50 mL of toluene was added 6 mL of 1 M diisobutyl aluminum hydride in toluene. After stirring 10 min the reaction was quenched with 5 mL of methanol and concentrated under reduced pressure. To a stirred solution of the residue in 100 mL of dichloromethane was added 10 mL of water, then 10 g of MgSO4. The mixture was filtered and 1.5 g of activated MnO2 was added. The mixture was heated to reflux und...